Dataset: the Open Reaction Database (ORD), a public repository of structured organic reaction records. Task: describe an organic reaction: reactants, conditions, products, and yield Reactants: Br, CC(=O)O, COc1cnc2ccc(OC)nc2c1. The product is COc1cnc2ccc(=O)[nH]c2c1. As a reaction SMILES: [BrH:15].[CH3:16][C:17](=[O:18])[OH:19].[CH3:1][O:2][c:3]1[n:4][c:5]2[cH:6][c:7]([O:13][CH3:14])[cH:8][n:9][c:10]2[cH:11][cH:12]1>>[O:2]=[c:3]1[nH:4][c:5]2[cH:6][c:7]([O:13][CH3:14])[cH:8][n:9][c:10]2[cH:11][cH:12]1. Starting materials: BrC1=CC(=NC(=C1)N)N (4-bromo-pyridine-2,6-diamine), C1(=C(C(=CC(=C1)C)C)S(=O)(=O)ON)C (O-mesitylenesulfonylhydroxylamine), [OH-].[K+] (KOH), C(C1=CC=CC=C1)=O (benzaldehyde). Run in CO (MeOH), CO (MeOH). Conditions: time 30 minute. Product: BrC1=CC=2N(C(=C1)N)N=C(N2)C2=CC=CC=C2 (7-bromo-2-phenyl-[1,2,4]triazolo[1,5-a]pyridin-5-ylamine). Yield: 39.3%. RXN SMILES: [Br:1][C:2]1[CH:7]=[C:6]([NH2:8])[N:5]=[C:4]([NH2:9])[CH:3]=1.C1(C)C=C(C)C=C(C)C=1S(O[NH2:22])(=O)=O.[CH:24](=O)[C:25]1[CH:30]=[CH:29][CH:28]=[CH:27][CH:26]=1.[OH-].[K+]>CO>[Br:1][C:2]1[CH:7]=[C:6]([NH2:8])[N:5]2[N:22]=[C:24]([C:25]3[CH:30]=[CH:29][CH:28]=[CH:27][CH:26]=3)[N:9]=[C:4]2[CH:3]=1 |f:3.4|. Reported procedure: To a solution of 96 mg (0.51 mmol) 4-bromo-pyridine-2,6-diamine in 2.4 ml MeOH was added 121 mg (0.56 mmol) O-mesitylenesulfonylhydroxylamine (prepared from ethyl o-mesitylene-sulfonylacetohydroxamate and HClO4 (70%)) in 0.6 ml MeOH at −5° C. and after 15min 71 mg (0.56 mmol) benzaldehyde and stirred for 30 min. The addition of 4.8 ml 1N KOH was followed by extraction with ethylacetate, drying of the organic layer with Na2SO4, and removal of the volatile components. The residue was purified by c... The reactants are BrC1=CC=C2C(=NN(C2=C1)C1=CC=C(C=C1)F)CC (6-bromo-3-ethyl-1-(4-fluoro-phenyl)-1H-indazole), C(C)OC(=O)C1CCC(CC1)=O (4-oxo-cyclohexanecarboxylic acid ethyl ester). Solvent: C(C)(=O)OCC (ethyl acetate). The product is C(C)OC(=O)C1CCC(CC1)(O)C1=CC=C2C(=NN(C2=C1)C1=CC=C(C=C1)F)CC (4-[3-Ethyl-1-(4-fluorophenyl)-1H-indazole-6-yl]-4-hydroxy-cyclohexanecarboxylic acid ethyl ester). Isolated yield 56.2%. Reaction SMILES: Br[C:2]1[CH:10]=[C:9]2[C:5]([C:6]([CH2:18][CH3:19])=[N:7][N:8]2[C:11]2[CH:16]=[CH:15][C:14]([F:17])=[CH:13][CH:12]=2)=[CH:4][CH:3]=1.[CH2:20]([O:22][C:23]([CH:25]1[CH2:30][CH2:29][C:28](=[O:31])[CH2:27][CH2:26]1)=[O:24])[CH3:21]>C(OCC)(=O)C>[CH2:20]([O:22][C:23]([CH:25]1[CH2:30][CH2:29][C:28]([C:2]2[CH:10]=[C:9]3[C:5]([C:6]([CH2:18][CH3:19])=[N:7][N:8]3[C:11]3[CH:16]=[CH:15][C:14]([F:17])=[CH:13][CH:12]=3)=[CH:4][CH:3]=2)([OH:31])[CH2:27][CH2:26]1)=[O:24])[CH3:21]. Reported procedure: This compound was prepared according to the method described in Example 6 of U.S. Ser. No. 09/308,954, filed May 8, 1997 as Attorney Docket No. PC9798, starting with 3.0 grams (9.4 mmol) of 6-bromo-3-ethyl-1-(4-fluoro-phenyl)-1H-indazole and 2.0 grams (11.7 mmol) of 4-oxo-cyclohexanecarboxylic acid ethyl ester to give after silica gel flash column chromatography (using 20% ethyl acetate 80% hexane as elutant) 2.17 grams of light yellow semi-solid which was a mixture of diastereoisomers. 1H NMR (... The reactants are OC1CCN(c2ncc(C3CC3)cn2)CC1, O=c1cc(O)c(Cl)c[nH]1, CC(C)OC(=O)N=NC(=O)OC(C)C, CN(C)C=O, O, c1ccc(P(c2ccccc2)c2ccccc2)cc1. The product is O=c1cc(OC2CCN(c3ncc(C4CC4)cn3)CC2)c(Cl)c[nH]1. RXN SMILES: [CH:10]1([c:13]2[cH:14][n:15][c:16]([N:19]3[CH2:20][CH2:21][CH:22]([OH:25])[CH2:23][CH2:24]3)[n:17][cH:18]2)[CH2:11][CH2:12]1.[Cl:1][c:2]1[c:3]([OH:9])[cH:4][c:5](=[O:8])[nH:6][cH:7]1.[O:45]=[C:46]([O:47][CH:48]([CH3:49])[CH3:50])[N:51]=[N:52][C:53]([O:54][CH:55]([CH3:56])[CH3:57])=[O:58].[O:59]=[CH:60][N:61]([CH3:62])[CH3:63].[OH2:64].[c:26]1([P:27]([c:28]2[cH:29][cH:30][cH:31][cH:32][cH:33]2)[c:34]2[cH:35][cH:36][cH:37][cH:38][cH:39]2)[cH:40][cH:41][cH:42][cH:43][cH:44]1>>[Cl:1][c:2]1[c:3]([O:9][CH:22]2[CH2:21][CH2:20][N:19]([c:16]3[n:15][cH:14][c:13]([CH:10]4[CH2:11][CH2:12]4)[cH:18][n:17]3)[CH2:24][CH2:23]2)[cH:4][c:5](=[O:8])[nH:6][cH:7]1. Reactants: CN(/C=C/C(=O)C1=NN(C=CC1=O)C1=CC=CC=C1)C (3-((E)-3-Dimethylamino-acryloyl)-1-phenyl-1H-pyridazin-4-one), FC1=C(C=CC=C1)NN (2-fluoro-phenylhydrazine). Yields the product FC1=C(C=CC=C1)N1N=CC=C1C1=NN(C=CC1=O)C1=CC=CC=C1 (3-[2-(2-Fluoro-phenyl)-2H-pyrazol-3-yl]-1-phenyl-1H-pyridazin-4-one). As a reaction SMILES: C[N:2](C)/[CH:3]=[CH:4]/[C:5]([C:7]1[C:12](=[O:13])[CH:11]=[CH:10][N:9]([C:14]2[CH:19]=[CH:18][CH:17]=[CH:16][CH:15]=2)[N:8]=1)=O.[F:21][C:22]1[CH:27]=[CH:26][CH:25]=[CH:24][C:23]=1[NH:28]N>>[F:21][C:22]1[CH:27]=[CH:26][CH:25]=[CH:24][C:23]=1[N:28]1[C:5]([C:7]2[C:12](=[O:13])[CH:11]=[CH:10][N:9]([C:14]3[CH:19]=[CH:18][CH:17]=[CH:16][CH:15]=3)[N:8]=2)=[CH:4][CH:3]=[N:2]1. Reported procedure: The product was obtained starting from 3-((E)-3-Dimethylamino-acryloyl)-1-phenyl-1H-pyridazin-4-one (A-1) and 2-fluoro-phenylhydrazine according to the method described for example 1. MS: M=333.2 (M+H)+ Reactants: CC1(C2=C(NC(CC1)=O)C=CC(=C2)[N+](=O)[O-])C (5,5-Dimethyl-7-nitro-1,3,4,5-tetrahydrobenzo[b]azepin-2-one), CO (methanol). Solvent: C1CCOC1 (THF), C1CCOC1 (THF). The product is CC1(C2=C(NCCC1)C=CC(=C2)[N+](=O)[O-])C (5,5-Dimethyl-7-nitro-2,3,4,5-tetrahydro-1H-benzo[b]azepine). The yield is 71.7%. As a reaction SMILES: [CH3:1][C:2]1([CH3:17])[CH2:8][CH2:7][C:6](=O)[NH:5][C:4]2[CH:10]=[CH:11][C:12]([N+:14]([O-:16])=[O:15])=[CH:13][C:3]1=2.CO>C1COCC1>[CH3:1][C:2]1([CH3:17])[CH2:8][CH2:7][CH2:6][NH:5][C:4]2[CH:10]=[CH:11][C:12]([N+:14]([O-:16])=[O:15])=[CH:13][C:3]1=2. Reported procedure: Combined 5,5-Dimethyl-7-nitro-1,3,4,5-tetrahydrobenzo[b]azepin-2-one (89 mg, 0.38 mmol), Borane-THF complex, 1M in THF (1.9 mL, 1.9 mmol) and 3 mL anhydrous THF. Heated reaction to reflux for 1 hour. Let reaction cool to room temperature, added methanol and concentrated under reduced pressure. Dissolved residue in methylene chloride and washed with saturated sodium bicarbonate solution. Purified with normal phase chromatography eluting with 10% ethyl acetate in hexane to yield a yellow solid, 5,... The reactants are ClCCCl, CN(C)c1ccncc1, NCC1CCN(C(c2ccccc2)c2ccccc2)C1, ClCCl, O=C(O)CC(c1ccccc1)c1ccccc1. Yields the product O=C(CC(c1ccccc1)c1ccccc1)NCC1CCN(C(c2ccccc2)c2ccccc2)C1. RXN SMILES: [CH2:38]([Cl:39])[CH2:40][Cl:41].[CH3:45][N:46]([c:47]1[cH:48][cH:49][n:50][cH:51][cH:52]1)[CH3:53].[CH:1]([c:2]1[cH:3][cH:4][cH:5][cH:6][cH:7]1)([c:8]1[cH:9][cH:10][cH:11][cH:12][cH:13]1)[N:14]1[CH2:15][CH:16]([CH2:19][NH2:20])[CH2:17][CH2:18]1.[Cl:42][CH2:43][Cl:44].[c:21]1([CH:27]([CH2:28][C:29](=[O:30])[OH:31])[c:32]2[cH:33][cH:34][cH:35][cH:36][cH:37]2)[cH:22][cH:23][cH:24][cH:25][cH:26]1>>[CH:1]([c:2]1[cH:3][cH:4][cH:5][cH:6][cH:7]1)([c:8]1[cH:9][cH:10][cH:11][cH:12][cH:13]1)[N:14]1[CH2:15][CH:16]([CH2:19][NH:20][C:29]([CH2:28][CH:27]([c:21]2[cH:22][cH:23][cH:24][cH:25][cH:26]2)[c:32]2[cH:33][cH:34][cH:35][cH:36][cH:37]2)=[O:30])[CH2:17][CH2:18]1. The reactants are [Br-], C1CCOC1, CCOC(C)=O, C[Mg+], C=CCCCCC(=O)N(C)OC, [Cl-], [NH4+]. Yields the product C=CCCCCC(C)=O. RXN SMILES: [Br-:1].[CH2:18]1[O:19][CH2:20][CH2:21][CH2:22]1.[CH3:23][CH2:24][O:25][C:26]([CH3:27])=[O:28].[CH3:2][Mg+:3].[CH3:4][O:5][N:6]([C:7]([CH2:8][CH2:9][CH2:10][CH2:11][CH:12]=[CH2:13])=[O:14])[CH3:15].[Cl-:16].[NH4+:17]>>[CH3:2][C:7]([CH2:8][CH2:9][CH2:10][CH2:11][CH:12]=[CH2:13])=[O:14]. Starting materials: Brc1ccc(Br)nn1, COCCOC, OB(O)c1ccccc1F, [Na+], [Na+], O=C([O-])[O-], c1ccc(P(c2ccccc2)(c2ccccc2)[Pd](P(c2ccccc2)(c2ccccc2)c2ccccc2)(P(c2ccccc2)(c2ccccc2)c2ccccc2)P(c2ccccc2)(c2ccccc2)c2ccccc2)cc1. The product is Fc1ccccc1-c1ccc(Br)nn1. As a reaction SMILES: [Br:1][c:2]1[n:3][n:4][c:5]([Br:8])[cH:6][cH:7]1.[CH3:25][O:26][CH2:27][CH2:28][O:29][CH3:30].[F:9][c:10]1[c:11]([B:16]([OH:17])[OH:18])[cH:12][cH:13][cH:14][cH:15]1.[Na+:19].[Na+:20].[O-:21][C:22](=[O:23])[O-:24].[cH:31]1[cH:32][cH:33][c:34]([P:35]([Pd:36]([P:37]([c:38]2[cH:39][cH:40][cH:41][cH:42][cH:43]2)([c:44]2[cH:45][cH:46][cH:47][cH:48][cH:49]2)[c:50]2[cH:51][cH:52][cH:53][cH:54][cH:55]2)([P:56]([c:57]2[cH:58][cH:59][cH:60][cH:61][cH:62]2)([c:63]2[cH:64][cH:65][cH:66][cH:67][cH:68]2)[c:69]2[cH:70][cH:71][cH:72][cH:73][cH:74]2)[P:75]([c:76]2[cH:77][cH:78][cH:79][cH:80][cH:81]2)([c:82]2[cH:83][cH:84][cH:85][cH:86][cH:87]2)[c:88]2[cH:89][cH:90][cH:91][cH:92][cH:93]2)([c:94]2[cH:95][cH:96][cH:97][cH:98][cH:99]2)[c:100]2[cH:101][cH:102][cH:103][cH:104][cH:105]2)[cH:106][cH:107]1>>[Br:1][c:2]1[n:3][n:4][c:5](-[c:11]2[c:10]([F:9])[cH:15][cH:14][cH:13][cH:12]2)[cH:6][cH:7]1. Reactants: [OH-].[NH4+] (ammonium hydroxide), C1=CC(=CC(=C1)Cl)C(=O)OO (mCPBA), C(C1=CC=CC=C1)OC=1C=CC=2C3=C(C=NC2C1)N=C(N3CC(C)(C)NS(=O)(=O)C)COCC (N-[2-(7-benzyloxy-2-ethoxymethyl-1H-imidazo[4,5-c]quinolin-1-yl)-1,1-dimethylethyl]methanesulfonamide), C1=CC(=CC(=C1)Cl)C(=O)OO (mCPBA), C1(=CC=C(C=C1)S(=O)(=O)Cl)C (p-toluenesulfonyl chloride). Run in O (water), ClCCl (dichloromethane). Conditions: time 8 hour. The product is NC1=NC=2C=C(C=CC2C2=C1N=C(N2CC(C)(C)NS(=O)(=O)C)COCC)OCC2=CC=CC=C2 (N-{2-[4-amino-7-(benzyloxy)-2-(ethoxymethyl)-1H-imidazo[4,5-c]quinolin-1-yl]-1,1-dimethylethyl}methanesulfonamide). Reaction SMILES: C1C=C(Cl)C=C(C(OO)=O)C=1.[CH2:12]([O:19][C:20]1[CH:21]=[CH:22][C:23]2[C:24]3[N:32]([CH2:33][C:34]([NH:37][S:38]([CH3:41])(=[O:40])=[O:39])([CH3:36])[CH3:35])[C:31]([CH2:42][O:43][CH2:44][CH3:45])=[N:30][C:25]=3[CH:26]=[N:27][C:28]=2[CH:29]=1)[C:13]1[CH:18]=[CH:17][CH:16]=[CH:15][CH:14]=1.[OH-].[NH4+:47].C1(C)C=CC(S(Cl)(=O)=O)=CC=1>ClCCl.O>[NH2:47][C:26]1[C:25]2[N:30]=[C:31]([CH2:42][O:43][CH2:44][CH3:45])[N:32]([CH2:33][C:34]([NH:37][S:38]([CH3:41])(=[O:40])=[O:39])([CH3:36])[CH3:35])[C:24]=2[C:23]2[CH:22]=[CH:21][C:20]([O:19][CH2:12][C:13]3[CH:14]=[CH:15][CH:16]=[CH:17][CH:18]=3)=[CH:29][C:28]=2[N:27]=1 |f:2.3|. Procedure details: mCPBA (11.2 g, 39.2 mmol) was added to a solution of N-[2-(7-benzyloxy-2-ethoxymethyl-1H-imidazo[4,5-c]quinolin-1-yl)-1,1-dimethylethyl]methanesulfonamide (prepared as described in Parts A-D of Example 52, 17.2 g, 35.6 mmol) in dichloromethane (350 mL). The solution was stirred overnight and additional mCPBA (approximately 1-2 g) was added. After 20 minutes, concentrated ammonium hydroxide (150 mL) was added. The mixture was stirred for 10 minutes and p-toluenesulfonyl chloride (8.20 g, 42.8 mmo...